Task: describe an organic reaction: reactants, conditions, products, and yield. Dataset: the Open Reaction Database (ORD), a public repository of structured organic reaction records The reactants are N#CN1c2ccccc2C=C([N+](=O)[O-])c2ccccc21, CC(=O)O, ClC(Cl)Cl, O, O=S(=O)(O)O. The product is NC(=O)N1c2ccccc2C=C([N+](=O)[O-])c2ccccc21. As a reaction SMILES: [C:6](#[N:7])[N:8]1[c:9]2[c:10]([cH:22][cH:23][cH:24][cH:25]2)[CH:11]=[C:12]([N+:19](=[O:20])[O-:21])[c:13]2[c:14]1[cH:15][cH:16][cH:17][cH:18]2.[CH3:27][C:28](=[O:29])[OH:30].[CH:31]([Cl:32])([Cl:33])[Cl:34].[OH2:26].[S:1](=[O:2])(=[O:3])([OH:4])[OH:5]>>[C:6]([NH2:7])([N:8]1[c:9]2[c:10]([cH:22][cH:23][cH:24][cH:25]2)[CH:11]=[C:12]([N+:19](=[O:20])[O-:21])[c:13]2[c:14]1[cH:15][cH:16][cH:17][cH:18]2)=[O:26]. Starting materials: CC1(C)OB(c2ccc(N)cc2)OC1(C)C, COCCOC, CCO, CC1COCCN1c1cc(C(C)(C)S(=O)(=O)c2ccncc2)nc(Cl)n1, [Na+], [Na+], O=C([O-])[O-], CN(C)C=O, O. Product: CC1COCCN1c1cc(C(C)(C)S(=O)(=O)c2ccncc2)nc(-c2ccc(N)cc2)n1. Reaction SMILES: [CH3:27][C:28]1([CH3:29])[C:30]([CH3:31])([CH3:32])[O:33][B:34]([c:35]2[cH:36][cH:37][c:38]([NH2:39])[cH:40][cH:41]2)[O:42]1.[CH3:54][O:55][CH2:56][CH2:57][O:58][CH3:59].[CH3:61][CH2:62][OH:63].[Cl:1][c:2]1[n:3][c:4]([C:15]([CH3:16])([CH3:17])[S:18](=[O:19])(=[O:20])[c:21]2[cH:22][cH:23][n:24][cH:25][cH:26]2)[cH:5][c:6]([N:8]2[CH:9]([CH3:14])[CH2:10][O:11][CH2:12][CH2:13]2)[n:7]1.[Na+:43].[Na+:44].[O-:45][C:46](=[O:47])[O-:48].[O:49]=[CH:50][N:51]([CH3:52])[CH3:53].[OH2:60]>>[c:2]1(-[c:35]2[cH:36][cH:37][c:38]([NH2:39])[cH:40][cH:41]2)[n:3][c:4]([C:15]([CH3:16])([CH3:17])[S:18](=[O:19])(=[O:20])[c:21]2[cH:22][cH:23][n:24][cH:25][cH:26]2)[cH:5][c:6]([N:8]2[CH:9]([CH3:14])[CH2:10][O:11][CH2:12][CH2:13]2)[n:7]1.